This data is from the Open Reaction Database (ORD), a public repository of structured organic reaction records. The task is: describe an organic reaction: reactants, conditions, products, and yield The reactants are ClC=1C=CC=2N(N1)C(=NN2)[C@H](C)O ((1S)-1-(6-chloro[1,2,4]triazolo[4,3-b]pyridazin-3-yl)ethanol), C1(=CC=CC=C1)B(O)O (phenylboronic acid), C(=O)([O-])[O-].[K+].[K+] (K2CO3), O1CCOCC1 (dioxane). Reagents/catalysts: C=1C=CC(=CC1)[P](C=2C=CC=CC2)(C=3C=CC=CC3)[Pd]([P](C=4C=CC=CC4)(C=5C=CC=CC5)C=6C=CC=CC6)([P](C=7C=CC=CC7)(C=8C=CC=CC8)C=9C=CC=CC9)[P](C=1C=CC=CC1)(C=1C=CC=CC1)C=1C=CC=CC1 (Pd(PPh3)4). The solvent is O (H2O). Run at temperature 85 celsius. Yields the product C1(=CC=CC=C1)C=1C=CC=2N(N1)C(=NN2)[C@H](C)O ((1S)-1-(6-phenyl[1,2,4]triazolo[4,3-b]pyridazin-3-yl)ethanol). As a reaction SMILES: Cl[C:2]1[CH:3]=[CH:4][C:5]2[N:6]([C:8]([C@@H:11]([OH:13])[CH3:12])=[N:9][N:10]=2)[N:7]=1.[C:14]1(B(O)O)[CH:19]=[CH:18][CH:17]=[CH:16][CH:15]=1.C([O-])([O-])=O.[K+].[K+].O1CCOCC1>C1C=CC([P]([Pd]([P](C2C=CC=CC=2)(C2C=CC=CC=2)C2C=CC=CC=2)([P](C2C=CC=CC=2)(C2C=CC=CC=2)C2C=CC=CC=2)[P](C2C=CC=CC=2)(C2C=CC=CC=2)C2C=CC=CC=2)(C2C=CC=CC=2)C2C=CC=CC=2)=CC=1.O>[C:14]1([C:2]2[CH:3]=[CH:4][C:5]3[N:6]([C:8]([C@@H:11]([OH:13])[CH3:12])=[N:9][N:10]=3)[N:7]=2)[CH:19]=[CH:18][CH:17]=[CH:16][CH:15]=1 |f:2.3.4,^1:38,40,59,78|. Reported procedure: A suspension of (1S)-1-(6-chloro[1,2,4]triazolo[4,3-b]pyridazin-3-yl)ethanol (0.289 mmol, 1 eq), phenylboronic acid (0.650 mmol, 2.3 eq), Pd(PPh3)4 (45.9 mg, 0.0397 mmol, 14 mol %), and K2CO3 (132.0 mg, 0.9551 mmol, 3.3 eq) in a 4:1 ratio of dioxane (4 mL) to H2O (1 mL) was evacuated and charged with nitrogen several times. The reaction sample was then heated conventionally at 85° C. for 1 h. CH2Cl2 and H2O were added and a standard aqueous workup was performed. The crude material was purified b... Starting materials: BrC1=CC=C(C=C1)N1N=C(NC1=O)C1=C(C=CC=C1F)Cl (2-(4-bromophenyl)-5-(2-chloro-6-fluorophenyl)-2,4-dihydro-3H-1,2,4-triazol-3-one), O=P(Cl)(Cl)Cl (POCl3). As a reaction SMILES: [Br:1][C:2]1[CH:7]=[CH:6][C:5]([N:8]2[C:12](=O)[NH:11][C:10]([C:14]3[C:19]([F:20])=[CH:18][CH:17]=[CH:16][C:15]=3[Cl:21])=[N:9]2)=[CH:4][CH:3]=1.O=P(Cl)(Cl)[Cl:24]>>[Br:1][C:2]1[CH:7]=[CH:6][C:5]([N:8]2[C:12]([Cl:24])=[N:11][C:10]([C:14]3[C:19]([F:20])=[CH:18][CH:17]=[CH:16][C:15]=3[Cl:21])=[N:9]2)=[CH:4][CH:3]=1. Product: BrC1=CC=C(C=C1)N1N=C(N=C1Cl)C1=C(C=CC=C1F)Cl (1-(4-bromophenyl)-5-chloro-3-(2-chloro-6-fluorophenyl)-1H-1,2,4-triazole). Procedure: To 2-(4-bromophenyl)-5-(2-chloro-6-fluorophenyl)-2,4-dihydro-3H-1,2,4-triazol-3-one (Intermediate-1, 0.100 g, 0.271 mmol) was added POCl3. The reaction mass was refluxed for 48 h. The reaction mass was quenched in water, basified with NaHCO3 and extracted with ethyl acetate and concentrated. The obtained crude product was purified with column chromatography on silica gel eluting with 0.5% EA:DCM to afford 0.110 g of the desired product. 1H NMR (300 MHz, DMSO d6): δ 7.44 (t, J=9.3 Hz, 1H), 7.53 (... Reactants: COc1cccc(-c2cccnc2C(=O)O)c1, CN(C)C=O, ClCCl, O=S(Cl)Cl. As a reaction SMILES: [CH3:10][O:11][c:12]1[cH:13][c:14](-[c:18]2[c:19]([C:24](=[O:25])[OH:26])[n:20][cH:21][cH:22][cH:23]2)[cH:15][cH:16][cH:17]1.[CH3:5][N:6]([CH3:7])[CH:8]=[O:9].[Cl:27][CH2:28][Cl:29].[S:1]([Cl:2])([Cl:3])=[O:4]>>[Cl:3][C:24]([c:19]1[c:18](-[c:14]2[cH:13][c:12]([O:11][CH3:10])[cH:17][cH:16][cH:15]2)[cH:23][cH:22][cH:21][n:20]1)=[O:26]. The product is COc1cccc(-c2cccnc2C(=O)Cl)c1. The reactants are hexanes Et2O, CN(C)[C-]1C=CC=C1.[CH-]1C=CC=C1.[Fe+2] (Dimethylaminoferrocene), B(F)(F)F.CCOCC (BF3.OEt2), [Li]CCCC (n-BuLi), C[Si](C)(C)Cl (TMSCl). Solvent: C1CCOC1 (THF). Product: C[Si](C=1[C-](C=CC1)N(C)C)(C)C.[CH-]1C=CC=C1.[Fe+2] (2-Trimethylsilyl-1-dimethylaminoferrocene). Isolated yield 92.6%. RXN SMILES: [CH3:1][N:2]([C-:4]1[CH:8]=[CH:7][CH:6]=[CH:5]1)[CH3:3].[CH-:9]1[CH:13]=[CH:12][CH:11]=[CH:10]1.[Fe+2:14].B(F)(F)F.CCOCC.[Li]CCCC.[CH3:29][Si:30](Cl)([CH3:32])[CH3:31]>C1COCC1>[CH3:29][Si:30]([CH3:32])([CH3:31])[C:5]1[C-:4]([N:2]([CH3:3])[CH3:1])[CH:8]=[CH:7][CH:6]=1.[CH-:9]1[CH:13]=[CH:12][CH:11]=[CH:10]1.[Fe+2:14] |f:0.1.2,3.4,8.9.10|. Reported procedure: A solution of 11 (229 mg, 1.0 mmol) in THF (10 mL) was sequentially treated with BF3.OEt2 (0.13 mL, 1.05 mmol), n-BuLi (0.48 mL, 2.30 M, 1.10 mmol) and TMSCl (0.15 mL, 1.20 mmol). Standard workup followed by column chromatography (silica gel, 7:3 hexanes/Et2O, Rf=0.68) gave 12a (279 mg, 93%) as an orange oil; IR (KBr, neat) max 3096, 2952, 2818, 2774, 1247 cm−1; 1H NMR (300 MHz, CDCl3) 4.16 (s, 5H), 4.13 (t, 1H, J=2.7 Hz), 4.10 (m, 1H), 3.86 (m, 1H), 2.57 (s, 6H), 0.33 (s, 9H) ppm; 13C NMR (75.5... Starting materials: CC(C)(C)OC(=O)N1CCC(O)C1, Clc1nc(Cl)c2[nH]cnc2n1, CC(C)OC(=O)N=NC(=O)OC(C)C, C1CCOC1, c1ccc(P(c2ccccc2)c2ccccc2)cc1. The product is CC(C)(C)OC(=O)N1CCC(n2cnc3c(Cl)nc(Cl)nc32)C1. Reaction SMILES: [C:12]([CH3:13])([CH3:14])([CH3:15])[O:16][C:17](=[O:18])[N:19]1[CH2:20][CH:21]([OH:24])[CH2:22][CH2:23]1.[Cl:1][c:2]1[n:3][c:4]([Cl:11])[c:5]2[nH:6][cH:7][n:8][c:9]2[n:10]1.[O:44]=[C:45]([O:46][CH:47]([CH3:48])[CH3:49])[N:50]=[N:51][C:52]([O:53][CH:54]([CH3:55])[CH3:56])=[O:57].[O:58]1[CH2:59][CH2:60][CH2:61][CH2:62]1.[c:25]1([P:26]([c:27]2[cH:28][cH:29][cH:30][cH:31][cH:32]2)[c:33]2[cH:34][cH:35][cH:36][cH:37][cH:38]2)[cH:39][cH:40][cH:41][cH:42][cH:43]1>>[Cl:1][c:2]1[n:3][c:4]([Cl:11])[c:5]2[n:6][cH:7][n:8]([CH:21]3[CH2:20][N:19]([C:17]([O:16][C:12]([CH3:13])([CH3:14])[CH3:15])=[O:18])[CH2:23][CH2:22]3)[c:9]2[n:10]1.